Dataset: the Open Reaction Database (ORD), a public repository of structured organic reaction records. Task: describe an organic reaction: reactants, conditions, products, and yield The reactants are O=C([O-])[O-], CI, CCOC(C)=O, CC(C)Nc1nc(-c2ccc(Cl)cc2)c(-c2ccc(Cl)cc2)c2n[nH]c(=O)n12, [K+], [K+], CN(C)C=O. The product is CC(C)Nc1nc(-c2ccc(Cl)cc2)c(-c2ccc(Cl)cc2)c2nn(C)c(=O)n12. RXN SMILES: [C:34](=[O:35])([O-:36])[O-:37].[CH3:40][I:41].[CH3:42][CH2:43][O:44][C:45]([CH3:46])=[O:47].[Cl:1][c:2]1[cH:3][cH:4][c:5](-[c:8]2[c:9](-[c:22]3[cH:23][cH:24][c:25]([Cl:28])[cH:26][cH:27]3)[c:10]3[n:11]([c:12]([NH:14][CH:15]([CH3:16])[CH3:17])[n:13]2)[c:18](=[O:21])[nH:19][n:20]3)[cH:6][cH:7]1.[K+:38].[K+:39].[O:29]=[CH:30][N:31]([CH3:32])[CH3:33]>>[Cl:1][c:2]1[cH:3][cH:4][c:5](-[c:8]2[c:9](-[c:22]3[cH:23][cH:24][c:25]([Cl:28])[cH:26][cH:27]3)[c:10]3[n:11]([c:12]([NH:14][CH:15]([CH3:16])[CH3:17])[n:13]2)[c:18](=[O:21])[n:19]([CH3:30])[n:20]3)[cH:6][cH:7]1. Starting materials: C(=O)(OCC)CN1N=CC=2C1=CC=1N=C(C=NC1C2)C2=CC(=C(C=C2)OC)F (1-carboethoxymethyl-7-(3-fluoro-4-methoxyphenyl)-1H-pyrazolo[3,4-g]quinoxaline), [OH-].[K+] (KOH). Solvent: CO (methanol). Conditions: time 2 hour. The product is C(=O)(O)CN1N=CC=2C1=CC=1N=C(C=NC1C2)C2=CC(=C(C=C2)OC)F (1-carboxymethyl-7-(3-fluoro-4-methoxyphenyl)-1H-pyrazolo[3,4-g]quinoxaline). Reaction SMILES: [C:1]([CH2:6][N:7]1[C:11]2=[CH:12][C:13]3[N:14]=[C:15]([C:20]4[CH:25]=[CH:24][C:23]([O:26][CH3:27])=[C:22]([F:28])[CH:21]=4)[CH:16]=[N:17][C:18]=3[CH:19]=[C:10]2[CH:9]=[N:8]1)([O:3]CC)=[O:2].[OH-].[K+]>CO>[C:1]([CH2:6][N:7]1[C:11]2=[CH:12][C:13]3[N:14]=[C:15]([C:20]4[CH:25]=[CH:24][C:23]([O:26][CH3:27])=[C:22]([F:28])[CH:21]=4)[CH:16]=[N:17][C:18]=3[CH:19]=[C:10]2[CH:9]=[N:8]1)([OH:3])=[O:2] |f:1.2|. Procedure details: 1-carboethoxymethyl-7-(3-fluoro-4-methoxyphenyl)-1H-pyrazolo[3,4-g]quinoxaline (0.3 g) is added to a solution of KOH (0.22 g) in 15 ml of methanol. The mixture is stirred at room temperature for 11/2 hours then heated at 60° C. for 2 hours. The mixture is concentrated in vacuo and the residue is stirred in 20 ml of 0.5N aqueous HCI for 1/2 hour then the solid is filtered, washed with water and ether and air dried to obtain 1-carboxymethyl-7-(3-fluoro-4-methoxyphenyl)-1H-pyrazolo[3,4-g]quinoxalin... Reactants: ClC1=CC=C(C=2N3C(=NC21)NCCCC3)C(CC)CC (10-Chloro-7-(1-ethylpropyl)-2,3,4,5-tetrahydro-1H-[1,3]diazepino[1,2-a]benzimidazole), BrC1=NC=C(C=C1Cl)Cl (2-bromo-3,5-dichloropyridine), N1=C(C=CC=C1)C1=NC=CC=C1 (2,2′-bipyridyl), C([O-])([O-])=O.[Cs+].[Cs+] (cesium carbonate). The reagents and catalysts are [Cu]I (copper(I) iodide). Run in CN1C(CCC1)=O (1-methyl-2-pyrrolidinone), C(C)(=O)OCC (ethyl acetate). Run at temperature 150 celsius, time 12 hour. Product: ClC1=CC=C(C=2N3C(=NC21)N(CCCC3)C3=NC=C(C=C3Cl)Cl)C(CC)CC (10-Chloro-1-(3,5-dichloropyridin-2-yl)-7-(1-ethylpropyl)-2,3,4,5-tetrahydro-1H-[1,3]diazepino[1,2-a]benzimidazole). The yield is 33.5%. Reaction SMILES: [Cl:1][C:2]1[C:10]2[N:9]=[C:8]3[NH:11][CH2:12][CH2:13][CH2:14][CH2:15][N:7]3[C:6]=2[C:5]([CH:16]([CH2:19][CH3:20])[CH2:17][CH3:18])=[CH:4][CH:3]=1.Br[C:22]1[C:27]([Cl:28])=[CH:26][C:25]([Cl:29])=[CH:24][N:23]=1.N1C=CC=CC=1C1C=CC=CN=1.C(=O)([O-])[O-].[Cs+].[Cs+]>CN1CCCC1=O.C(OCC)(=O)C.[Cu]I>[Cl:1][C:2]1[C:10]2[N:9]=[C:8]3[N:11]([C:22]4[C:27]([Cl:28])=[CH:26][C:25]([Cl:29])=[CH:24][N:23]=4)[CH2:12][CH2:13][CH2:14][CH2:15][N:7]3[C:6]=2[C:5]([CH:16]([CH2:19][CH3:20])[CH2:17][CH3:18])=[CH:4][CH:3]=1 |f:3.4.5|. Procedure: A mixture of 10-chloro-7-(1-ethylpropyl)-2,3,4,5-tetrahydro-1H-[1,3]diazepino[1,2-a]benzimidazole (Reference Example 72; 100 mg, 0.34 mmol), 2-bromo-3,5-dichloropyridine (239 mg, 1.03 mmol), copper(I) iodide (65 mg, 0.34 mmol), 2,2′-bipyridyl (106 mg, 0.68 mmol) and cesium carbonate (222 mg, 0.68 mmol) in 1-methyl-2-pyrrolidinone (1.5 mL) was stirred at 150° C. for 12 hr. The mixture was diluted with ethyl acetate, filtered through a pad of celite, washed with water and brine, dried over anhydro... Reactants: S(O)(O)(=O)=O.NC=1C=NN2C1NCCC2 (3-amino-4,5,6,7-tetrahydropyrazolo[1,5-a]pyrimidine sulfuric acid salt), C(C)N(C(C)C)C(C)C (N-ethyldiisopropylamine), C(C)(C)(C)OC(=O)NCC(=O)ON1C(CCC1=O)=O (N-[2-(tert-butoxycarbonylamino)acetoxy]succinimide). Run in C(Cl)Cl (methylene chloride). Run at time 14 hour. The product is C(C)(C)(C)OC(=O)NCC(=O)NC=1C=NN2C1NCCC2 (3-[2-(tert-butoxycarbonylamino)acetyl]amino-4,5,6,7-tetrahydropyrazolo[1,5-a]pyrimidine). The yield is 81.3%. RXN SMILES: S(=O)(=O)(O)O.[NH2:6][C:7]1[CH:8]=[N:9][N:10]2[CH2:15][CH2:14][CH2:13][NH:12][C:11]=12.C(N(C(C)C)C(C)C)C.[C:25]([O:29][C:30]([NH:32][CH2:33][C:34](ON1C(=O)CCC1=O)=[O:35])=[O:31])([CH3:28])([CH3:27])[CH3:26]>C(Cl)Cl>[C:25]([O:29][C:30]([NH:32][CH2:33][C:34]([NH:6][C:7]1[CH:8]=[N:9][N:10]2[CH2:15][CH2:14][CH2:13][NH:12][C:11]=12)=[O:35])=[O:31])([CH3:28])([CH3:27])[CH3:26] |f:0.1|. Reported procedure: To a solution of 3-amino-4,5,6,7-tetrahydropyrazolo[1,5-a]pyrimidine sulfuric acid salt (2.96 g) and N-ethyldiisopropylamine (2.59 g) in methylene chloride (70 ml) was added N-[2-(tert-butoxycarbonylamino)acetoxy]succinimide (2.72 g). The mixture was stirred at room temperature for 14 hours. The reaction mixture was washed with saturated aqueous sodium hydrogen carbonate solution. The organic layer was dried over anhydrous magnesium sulfate, filtered and concentrated in vacuo. The residue was pu... Starting materials: [Tc](=O)(=O)(=O)[O-] (pertechnetate), C1=CC(=C(C=C1C(=C2C=CC(=O)C(=C2)C(=O)O)C3=CC(=C(C=C3)O)C(=O)O)C(=O)O)O.N.N.N (aluminon), [Sn] (tin), [Tc](=O)(=O)(=O)[O-] (pertechnetate). Reaction conditions: time 15 minute. The product is [Tc] (technetium), C1=CC(=C(C=C1C(=C2C=CC(=O)C(=C2)C(=O)O)C3=CC(=C(C=C3)O)C(=O)O)C(=O)O)O.N.N.N (aluminon). As a reaction SMILES: [CH:1]1[C:6]([C:7]([C:18]2[CH:23]=[CH:22][C:21]([OH:24])=[C:20]([C:25]([OH:27])=[O:26])[CH:19]=2)=[C:8]2[CH:14]=[C:13]([C:15]([OH:17])=[O:16])[C:11](=[O:12])[CH:10]=[CH:9]2)=[CH:5][C:4]([C:28]([OH:30])=[O:29])=[C:3]([OH:31])[CH:2]=1.[NH3:32].N.N.[Sn].[Tc:36]([O-])(=O)(=O)=O>>[Tc:36].[CH:9]1[C:8]([C:7]([C:6]2[CH:1]=[CH:2][C:3]([OH:31])=[C:4]([C:28]([OH:30])=[O:29])[CH:5]=2)=[C:18]2[CH:19]=[C:20]([C:25]([OH:27])=[O:26])[C:21](=[O:24])[CH:22]=[CH:23]2)=[CH:14][C:13]([C:15]([OH:17])=[O:16])=[C:11]([OH:12])[CH:10]=1.[NH3:32].[NH3:32].[NH3:32] |f:0.1.2.3,7.8.9.10,^3:34|. Reported procedure: To a vessel containing 2 mg. of aluminon and a piece of tin foil was added 1 ml. of pertechnetate solution and the pH adjusted to 5 with acid. The liquid mixture was allowed to stand for 15 minutes. Essentially all the pertechnetate was reduced to give a complex of technetium with the aluminon. Product: CC(=O)c1c(-c2ccc(F)cc2)nnn1C. Starting materials: C1CCOC1, [Li]CCCC, CC(=O)Cl, COCCOC, [Cl-], N#C[Cu], Cn1cc(-c2ccc(F)cc2)nn1, [Li+], [Na+], [Na+], O=C([O-])[O-]. As a reaction SMILES: [CH2:40]1[O:41][CH2:42][CH2:43][CH2:44]1.[CH3:14][CH2:15][CH2:16][CH2:17][Li:18].[CH3:24][C:25]([Cl:26])=[O:27].[CH3:34][O:35][CH2:36][CH2:37][O:38][CH3:39].[Cl-:22].[Cu:19][C:20]#[N:21].[F:1][c:2]1[cH:3][cH:4][c:5](-[c:8]2[n:9][n:10][n:11]([CH3:13])[cH:12]2)[cH:6][cH:7]1.[Li+:23].[Na+:28].[Na+:29].[O-:30][C:31](=[O:32])[O-:33]>>[F:1][c:2]1[cH:3][cH:4][c:5](-[c:8]2[n:9][n:10][n:11]([CH3:13])[c:12]2[C:25]([CH3:24])=[O:27])[cH:6][cH:7]1. Reactants: C(C1=CC=CC=C1)N1C[C@H]2[C@@H](C1)[C@@H](CC2)N ((3aS,4R,6aR)-2-benzyloctahydrocyclopenta[c]pyrrol-4-amine), C1(=CC=CC=C1)C(C(=O)O)CC1=CC=CC=C1 (2,3-diphenylpropanoic acid), C1(=CC=CC=C1)[C@@H](C(=O)O)CC ((S)-2-phenylbutanoic acid). Yields the product C(C1=CC=CC=C1)N1C[C@@H]2[C@H](C1)[C@H](CC2)NC(C(CC2=CC=CC=C2)C2=CC=CC=C2)=O (N-[(3aR,4S,6aS)-2-benzyloctahydrocyclopenta[c]pyrrol-4-yl]-2,3-diphenylpropanamide). As a reaction SMILES: [CH2:1]([N:8]1[CH2:12][C@H:11]2[C@H:13]([NH2:16])[CH2:14][CH2:15][C@H:10]2[CH2:9]1)[C:2]1[CH:7]=[CH:6][CH:5]=[CH:4][CH:3]=1.[C:17]1([CH:23]([CH2:27][C:28]2[CH:33]=[CH:32][CH:31]=[CH:30][CH:29]=2)[C:24](O)=[O:25])[CH:22]=[CH:21][CH:20]=[CH:19][CH:18]=1.C1([C@H](CC)C(O)=O)C=CC=CC=1>>[CH2:1]([N:8]1[CH2:12][C@@H:11]2[C@@H:13]([NH:16][C:24](=[O:25])[CH:23]([C:17]3[CH:22]=[CH:21][CH:20]=[CH:19][CH:18]=3)[CH2:27][C:28]3[CH:33]=[CH:32][CH:31]=[CH:30][CH:29]=3)[CH2:14][CH2:15][C@@H:10]2[CH2:9]1)[C:2]1[CH:3]=[CH:4][CH:5]=[CH:6][CH:7]=1. Reported procedure: The title compound was prepared by substituting (3aR,4S,6aS)-2-benzyloctahydrocyclopenta[c]pyrrol-4-amine from Step A of Example 33 for (3aS,4R,6aR)-2-benzyloctahydrocyclopenta[c]pyrrol-4-amine and 2,3-diphenylpropanoic acid for (S)-2-phenylbutanoic acid in Step F of the procedure used to prepare Example 16: 1H NMR (400 MHz, pyridine-d5) δ ppm 8.53 (dd, J=7.3, 13.7, 1H), 7.66 (d, J=7.4, 2H), 7.44 (d, J=7.1, 1H), 7.41-7.22 (m, 12H), 4.36-4.23 (m, J=7.5, 14.9, 1H), 3.97 (dt, J=4.9, 9.9, 1H), 3.77 ... Starting materials: ClC1=CC=C(C=C1)O (4-chloro-phenol), ClCC1=CC=C(OC(C(=O)OC)C)C=C1 (methyl 2-(4-chloromethyl-phenoxy)-propionate), [Na] (sodium). Solvent: C(C)O (ethanol). Product: ClC1=CC=C(OCC2=CC=C(OC(C(=O)OC)C)C=C2)C=C1 (Methyl 2-[4-(4-Chlorophenoxy-methyl)-phenoxy]-propionate). Isolated yield 77.9%. As a reaction SMILES: [Cl:1][C:2]1[CH:7]=[CH:6][C:5]([OH:8])=[CH:4][CH:3]=1.Cl[CH2:10][C:11]1[CH:23]=[CH:22][C:14]([O:15][CH:16]([CH3:21])[C:17]([O:19][CH3:20])=[O:18])=[CH:13][CH:12]=1.[Na]>C(O)C>[Cl:1][C:2]1[CH:7]=[CH:6][C:5]([O:8][CH2:10][C:11]2[CH:23]=[CH:22][C:14]([O:15][CH:16]([CH3:21])[C:17]([O:19][CH3:20])=[O:18])=[CH:13][CH:12]=2)=[CH:4][CH:3]=1 |^1:23|. Procedure details: 5.7 gm (0.044 mol) of 4-chloro-phenol and 10 gm (0.044 mol) of methyl 2-(4-chloromethyl-phenoxy)-propionate were added to a solution of 1.01 gm of sodium in 80 ml of ethanol, and the resulting mixture was refluxed for 6 hours, while stirring. Thereafter, the solvent was removed in vacuo, the residue was admixed with water, and the aqueous mixture was extracted with ether. The ethereal extract solution was washed with 1 N potassium hydroxide and then with water, dried and evaporated, leaving 11 g... Product: OC1CN(C1)C=1SC=C(N1)C(N(CCNC(=O)OCC1=CC=C(C=C1)[N+](=O)[O-])C(C)C)=O (3-hydroxy-1-(4-{N-isopropyl-N-[2-(p-nitrobenzyloxycarbonylamino)-ethyl]-carbamoyl}-1,3-thiazol-2-yl)azetidine). Run in O1CCCC1 (tetrahydrofuran), O1CCCC1 (tetrahydrofuran). RXN SMILES: [Si]([O:18][CH:19]1[CH2:22][N:21]([C:23]2[S:24][CH:25]=[C:26]([C:28](=[O:49])[N:29]([CH:46]([CH3:48])[CH3:47])[CH2:30][CH2:31][NH:32][C:33]([O:35][CH2:36][C:37]3[CH:42]=[CH:41][C:40]([N+:43]([O-:45])=[O:44])=[CH:39][CH:38]=3)=[O:34])[N:27]=2)[CH2:20]1)(C(C)(C)C)(C1C=CC=CC=1)C1C=CC=CC=1.C(O)(=O)C.[F-].C([N+](CCCC)(CCCC)CCCC)CCC>O1CCCC1>[OH:18][CH:19]1[CH2:22][N:21]([C:23]2[S:24][CH:25]=[C:26]([C:28](=[O:49])[N:29]([CH:46]([CH3:47])[CH3:48])[CH2:30][CH2:31][NH:32][C:33]([O:35][CH2:36][C:37]3[CH:42]=[CH:41][C:40]([N+:43]([O-:45])=[O:44])=[CH:39][CH:38]=3)=[O:34])[N:27]=2)[CH2:20]1 |f:2.3|. Reactants: [Si](C1=CC=CC=C1)(C1=CC=CC=C1)(C(C)(C)C)OC1CN(C1)C=1SC=C(N1)C(N(CCNC(=O)OCC1=CC=C(C=C1)[N+](=O)[O-])C(C)C)=O (3-t-butyldiphenylsilyloxy-1-(4-{N-isopropyl-N-[2-(p-nitrobenzyloxycarbonylamino)-ethyl]-carbamoyl}-1,3-thiazol-2-yl)azetidine), C(C)(=O)O (acetic acid), solution, [F-].C(CCC)[N+](CCCC)(CCCC)CCCC (tetra-n-butylammonium fluoride), ice. Reported procedure: A solution of 3-t-butyldiphenylsilyloxy-1-(4-{N-isopropyl-N-[2-(p-nitrobenzyloxycarbonylamino)-ethyl]-carbamoyl}-1,3-thiazol-2-yl)azetidine (945 mg, 1.38 mmol) (obtained as described in Reference Example 60(2)) in anhydrous tetrahydrofuran (50 ml) were added successively acetic acid (0.10 ml, 1.66 mmol) and a 1.0M solution of tetra-n-butylammonium fluoride in tetrahydrofuran (1.66 ml, 1.66 mmol) in an ice bath, and the mixture was stirred in the ice bath for 3 hours. After checking the completio... Isolated yield 67.7%. Starting materials: C(C)OP(OCC)(=O)CCOCCOCCOCCNC([C@H](CSC[C@@H](COC(NCCCCCCCCCC)=O)OC(NCCCCCCCCCC)=O)NC(=O)OCC1=CC=CC=C1)=O ((14R,18R)-14-(benzyloxycarbonylamino)-18-(decylcarbamoyloxy)-13,21-dioxo-3,6,9,20-tetraoxa-16-thia-12,22-diazadotriacontylphosphonic acid diethyl ester), C[Si](C)(C)Br (trimethylsilyl bromide). The solvent is C(Cl)Cl (DCM), C(Cl)Cl (DCM). Reaction conditions: temperature 32 celsius, time 8 hour. Yields the product N[C@H](C(NCCOCCOCCOCCP(O)(O)=O)=O)CSC[C@@H](COC(NCCCCCCCCCC)=O)OC(NCCCCCCCCCC)=O ((14R,18R)-14-amino-18-(decylcarbamoyloxy)-13,21-dioxo-3,6,9,20-tetraoxa-16-thia-12,22-diazadotriacontylphosphonic acid). As a reaction SMILES: C([O:3][P:4]([CH2:9][CH2:10][O:11][CH2:12][CH2:13][O:14][CH2:15][CH2:16][O:17][CH2:18][CH2:19][NH:20][C:21](=[O:67])[C@@H:22]([NH:56]C(OCC1C=CC=CC=1)=O)[CH2:23][S:24][CH2:25][C@H:26]([O:42][C:43](=[O:55])[NH:44][CH2:45][CH2:46][CH2:47][CH2:48][CH2:49][CH2:50][CH2:51][CH2:52][CH2:53][CH3:54])[CH2:27][O:28][C:29](=[O:41])[NH:30][CH2:31][CH2:32][CH2:33][CH2:34][CH2:35][CH2:36][CH2:37][CH2:38][CH2:39][CH3:40])(=[O:8])[O:5]CC)C.C[Si](Br)(C)C>C(Cl)Cl>[NH2:56][C@@H:22]([CH2:23][S:24][CH2:25][C@H:26]([O:42][C:43](=[O:55])[NH:44][CH2:45][CH2:46][CH2:47][CH2:48][CH2:49][CH2:50][CH2:51][CH2:52][CH2:53][CH3:54])[CH2:27][O:28][C:29](=[O:41])[NH:30][CH2:31][CH2:32][CH2:33][CH2:34][CH2:35][CH2:36][CH2:37][CH2:38][CH2:39][CH3:40])[C:21](=[O:67])[NH:20][CH2:19][CH2:18][O:17][CH2:16][CH2:15][O:14][CH2:13][CH2:12][O:11][CH2:10][CH2:9][P:4](=[O:3])([OH:5])[OH:8]. Reported procedure: To a solution of (14R,18R)-14-(benzyloxycarbonylamino)-18-(decylcarbamoyloxy)-13,21-dioxo-3,6,9,20-tetraoxa-16-thia-12,22-diazadotriacontylphosphonic acid diethyl ester (1 eq) in DCM at 0° C. (0.1 M) was added trimethylsilyl bromide (10 eq). The reaction mixture was stirred at 32° C. overnight then cooled to room temperature, diluted with DCM and concentrated. The crude material was dried under high vacuum for 2 hours then purified by reverse phase high performance liquid chromatography (HPLC) w...